This data is from the Open Reaction Database (ORD), a public repository of structured organic reaction records. The task is: describe an organic reaction: reactants, conditions, products, and yield Reactants: C[S-].[Na+] (sodium methanethiolate), ClC=1C=C(C=C(C1C)Cl)C(C=CC(=O)O)=O (4-(3,5-dichloro-4-methylphenyl)-4-oxo-2-butenoic acid), Cl (hydrochloric acid). Solvent: O (water), O (water), O (water). Product: ClC=1C=C(C=C(C1C)Cl)C(CC(C(=O)O)SC)=O (4-(3,5-dichloro-4-methylphenyl)-2-methylthio-4-oxobutyric acid). Yield: 98.7%. Reaction SMILES: [Cl:1][C:2]1[CH:3]=[C:4]([C:10](=[O:16])[CH:11]=[CH:12][C:13]([OH:15])=[O:14])[CH:5]=[C:6]([Cl:9])[C:7]=1[CH3:8].[CH3:17][S-:18].[Na+].Cl>O>[Cl:1][C:2]1[CH:3]=[C:4]([C:10](=[O:16])[CH2:11][CH:12]([S:18][CH3:17])[C:13]([OH:15])=[O:14])[CH:5]=[C:6]([Cl:9])[C:7]=1[CH3:8] |f:1.2|. Procedure: 2.59 g (0.01 mole) of 4-(3,5-dichloro-4-methylphenyl)-4-oxo-2-butenoic acid, prepared as described in step (b) above, were suspended in 10 ml of water, and then 3.5 g (0.01 mole) of a 20% w/v aqueous solution of sodium methanethiolate were poured into the suspension, whilst water-cooling and stirring. The mixture was then stirred for a further 30 minutes, after which 2 ml of concentrated hydrochloric acid were added dropwise to the mixture, whilst water-cooling, and the resulting crystals were c... Starting materials: CCO, Cl, NO, O=C(C(=O)N(CCc1ccc(C(F)(F)F)cc1)c1ccc(C(F)(F)F)nc1)c1ccccc1, Cc1cccc(C)n1. The product is O=C(C(=NO)c1ccccc1)N(CCc1ccc(C(F)(F)F)cc1)c1ccc(C(F)(F)F)nc1. RXN SMILES: [CH3:45][CH2:46][OH:47].[ClH:34].[NH2:35][OH:36].[O:1]=[C:2]([C:3](=[O:4])[N:5]([c:6]1[cH:7][n:8][c:9]([C:12]([F:13])([F:14])[F:15])[cH:10][cH:11]1)[CH2:16][CH2:17][c:18]1[cH:19][cH:20][c:21]([C:24]([F:25])([F:26])[F:27])[cH:22][cH:23]1)[c:28]1[cH:29][cH:30][cH:31][cH:32][cH:33]1.[n:37]1[c:38]([CH3:39])[cH:40][cH:41][cH:42][c:43]1[CH3:44]>>[C:2]([C:3](=[O:4])[N:5]([c:6]1[cH:7][n:8][c:9]([C:12]([F:13])([F:14])[F:15])[cH:10][cH:11]1)[CH2:16][CH2:17][c:18]1[cH:19][cH:20][c:21]([C:24]([F:25])([F:26])[F:27])[cH:22][cH:23]1)([c:28]1[cH:29][cH:30][cH:31][cH:32][cH:33]1)=[N:35][OH:36]. Reactants: CN(C)c1ccc(C2(C#N)CCCC2)cc1, CO, [H][H], N. The product is CN(C)c1ccc(C2(CN)CCCC2)cc1. RXN SMILES: [C:1](#[N:2])[C:3]1([c:8]2[cH:9][cH:10][c:11]([N:14]([CH3:15])[CH3:16])[cH:12][cH:13]2)[CH2:4][CH2:5][CH2:6][CH2:7]1.[CH3:20][OH:21].[H:18][H:19].[NH3:17]>>[CH2:1]([NH2:2])[C:3]1([c:8]2[cH:9][cH:10][c:11]([N:14]([CH3:15])[CH3:16])[cH:12][cH:13]2)[CH2:4][CH2:5][CH2:6][CH2:7]1. RXN SMILES: [Cl:1][C:2]1[CH:3]=[C:4]([CH:8]=[CH:9][C:10]=1[C:11](=[O:26])[NH:12][C:13]1[CH:18]=[CH:17][C:16]([Cl:19])=[C:15]([C:20]2[CH:25]=[CH:24][CH:23]=[CH:22][N:21]=2)[CH:14]=1)[C:5]([OH:7])=O.[NH2:27][C@H:28]([C:31]1[CH:36]=[CH:35][CH:34]=[CH:33][CH:32]=1)[CH2:29][OH:30]>>[Cl:1][C:2]1[CH:3]=[C:4]([C:5]([NH:27][C@H:28]([C:31]2[CH:36]=[CH:35][CH:34]=[CH:33][CH:32]=2)[CH2:29][OH:30])=[O:7])[CH:8]=[CH:9][C:10]=1[C:11]([NH:12][C:13]1[CH:18]=[CH:17][C:16]([Cl:19])=[C:15]([C:20]2[CH:25]=[CH:24][CH:23]=[CH:22][N:21]=2)[CH:14]=1)=[O:26]. Starting materials: ClC=1C=C(C(=O)O)C=CC1C(NC1=CC(=C(C=C1)Cl)C1=NC=CC=C1)=O (3-chloro-4-(4-chloro-3-(pyridin-2-yl)phenylcarbamoyl)benzoic acid), N[C@@H](CO)C1=CC=CC=C1 ((R)-2-amino-2-phenylethanol). Procedure: 60 mg of 3-chloro-4-(4-chloro-3-(pyridin-2-yl)phenylcarbamoyl)benzoic acid was coupled to (R)-2-amino-2-phenylethanol via Procedure G. The crude product was purified on reverse phase HPLC to yield (R)-2-chloro-N1-(4-chloro-3-(pyridin-2-yl)phenyl)-N4-(2-hydroxy-1-phenylethyl)terephthalamide. MS (Q1) 506 (M)+. The product is ClC1=C(C(=O)NC2=CC(=C(C=C2)Cl)C2=NC=CC=C2)C=CC(=C1)C(=O)N[C@@H](CO)C1=CC=CC=C1 ((R)-2-chloro-N1-(4-chloro-3-(pyridin-2-yl)phenyl)-N4-(2-hydroxy-1-phenylethyl)terephthalamide). The reactants are Sc1ccc(Cl)c(Cl)c1, Nc1ccc(Oc2ccc(C(=O)N3CCN(Cc4ccccc4)CC3)cc2)nc1, [Na+], [Na+], O=[N+]([O-])[O-], [OH-], O, O=S(=O)(O)O. Yields the product O=C(c1ccc(Oc2ccc(Sc3ccc(Cl)c(Cl)c3)cn2)cc1)N1CCN(Cc2ccccc2)CC1. RXN SMILES: [Cl:35][c:36]1[cH:37][c:38]([SH:43])[cH:39][cH:40][c:41]1[Cl:42].[NH2:1][c:2]1[cH:3][cH:4][c:5]([O:8][c:9]2[cH:10][cH:11][c:12]([C:15](=[O:16])[N:17]3[CH2:18][CH2:19][N:20]([CH2:23][c:24]4[cH:25][cH:26][cH:27][cH:28][cH:29]4)[CH2:21][CH2:22]3)[cH:13][cH:14]2)[n:6][cH:7]1.[Na+:30].[Na+:51].[O-:31][N+:32](=[O:33])[O-:34].[OH-:50].[OH2:49].[S:44](=[O:45])(=[O:46])([OH:47])[OH:48]>>[c:2]1([S:43][c:38]2[cH:37][c:36]([Cl:35])[c:41]([Cl:42])[cH:40][cH:39]2)[cH:3][cH:4][c:5]([O:8][c:9]2[cH:10][cH:11][c:12]([C:15](=[O:16])[N:17]3[CH2:18][CH2:19][N:20]([CH2:23][c:24]4[cH:25][cH:26][cH:27][cH:28][cH:29]4)[CH2:21][CH2:22]3)[cH:13][cH:14]2)[n:6][cH:7]1.